From a dataset of the Open Reaction Database (ORD), a public repository of structured organic reaction records. describe an organic reaction: reactants, conditions, products, and yield Starting materials: O.OC1=CC=CC=2NN=NC21 (hydroxybenzotriazole hydrate), C1(=CC=CC=C1)C(C(=O)O)C1=CC=CC=C1 (diphenylacetic acid), Cl.Cl.COC(=O)C1CC2=C(CN1)N(C=N2)CC(C2=CC=CC=C2)=O (methyl-3-(2-oxo-2-phenylethyl)-4,5,6,7-tetrahydro-3H-imidazo-[4,5-c]pyridine-6-carboxylate dihydrochloride), C(C)(C)N(CC)C(C)C (diisopropylethylamine). Solvent: C(C)#N (acetonitrile), C(C)#N (acetonitrile), C(C)#N (acetonitrile). Reaction conditions: temperature 25 celsius, time 15 minute. Product: COC(=O)C1CC2=C(CN1C(C(C1=CC=CC=C1)C1=CC=CC=C1)=O)N(CN2)CC(C2=CC=CC=C2)=O (methyl-5-diphenylacetyl-3-(2-oxo-2-phenyl-ethyl)-4,5,6,7-tetrahydro-1H-imidazo[4,5-c]pyridine-6-carboxylate). RXN SMILES: O.OC1C2N=NNC=2C=CC=1.[C:12]1([CH:18]([C:22]2[CH:27]=[CH:26][CH:25]=[CH:24][CH:23]=2)[C:19]([OH:21])=O)[CH:17]=[CH:16][CH:15]=[CH:14][CH:13]=1.Cl.Cl.[CH3:30][O:31][C:32]([CH:34]1[NH:39][CH2:38][C:37]2[N:40]([CH2:43][C:44](=[O:51])[C:45]3[CH:50]=[CH:49][CH:48]=[CH:47][CH:46]=3)[CH:41]=[N:42][C:36]=2[CH2:35]1)=[O:33].C(N(C(C)C)CC)(C)C>C(#N)C>[CH3:30][O:31][C:32]([CH:34]1[N:39]([C:19](=[O:21])[CH:18]([C:12]2[CH:13]=[CH:14][CH:15]=[CH:16][CH:17]=2)[C:22]2[CH:27]=[CH:26][CH:25]=[CH:24][CH:23]=2)[CH2:38][C:37]2[N:40]([CH2:43][C:44](=[O:51])[C:45]3[CH:50]=[CH:49][CH:48]=[CH:47][CH:46]=3)[CH2:41][NH:42][C:36]=2[CH2:35]1)=[O:33] |f:0.1,3.4.5|. Procedure: A mixture of 9.3 g dicyclohexycarbodiimide, 6.1 g hydroxybenzotriazole hydrate, 9.5 g diphenylacetic acid and 100 mL acetonitrile is stirred at 25° C. for 15 min (suspension A). A mixture of 15.8 g methyl-3-(2-oxo-2-phenylethyl)-4,5,6,7-tetrahydro-3H-imidazo-[4,5-c]pyridine-6-carboxylate dihydrochloride, 14.8 mL diisopropylethylamine and 100 mL acetonitrile is stirred 10 min at 25° C. then treated with suspension A, using 100 mL acetonitrile to complete the transfer. The resulting suspension is ... Reaction SMILES: [CH3:1][O:2][C:3]([CH2:4][N:5]1[C:6](=[O:26])[C:7](=[CH:11][c:12]2[cH:13][c:14]([O:24][CH3:25])[c:15](-[n:18]3[cH:19][n:20][c:21]([CH3:23])[cH:22]3)[cH:16][cH:17]2)[CH2:8][CH2:9][CH2:10]1)([c:27]1[cH:28][cH:29][n:30][cH:31][cH:32]1)[O:33][CH3:34].[ClH:35]>>[O:2]=[C:3]([CH2:4][N:5]1[C:6](=[O:26])[C:7](=[CH:11][c:12]2[cH:13][c:14]([O:24][CH3:25])[c:15](-[n:18]3[cH:19][n:20][c:21]([CH3:23])[cH:22]3)[cH:16][cH:17]2)[CH2:8][CH2:9][CH2:10]1)[c:27]1[cH:28][cH:29][n:30][cH:31][cH:32]1. Product: COc1cc(C=C2CCCN(CC(=O)c3ccncc3)C2=O)ccc1-n1cnc(C)c1. The reactants are COc1cc(C=C2CCCN(CC(OC)(OC)c3ccncc3)C2=O)ccc1-n1cnc(C)c1, Cl. Yields the product CC1(C)C(C=C(Br)Br)C1C(=O)O. Reactants: CCO, CCOC(=O)C1C(C=C(Br)Br)C1(C)C, [K+], [OH-]. As a reaction SMILES: [CH2:17]([OH:18])[CH3:19].[CH3:1][C:2]1([CH3:14])[CH:3]([C:9](=[O:10])[O:11][CH2:12][CH3:13])[CH:4]1[CH:5]=[C:6]([Br:7])[Br:8].[K+:16].[OH-:15]>>[CH3:1][C:2]1([CH3:14])[CH:3]([C:9](=[O:10])[OH:11])[CH:4]1[CH:5]=[C:6]([Br:7])[Br:8]. Starting materials: C(C)(C)(C)OC(=O)N[C@@H](CC(=O)O)CC1=CC2=CC=CC=C2C=C1 ((R)-3-(tert-butoxycarbonylamino)-4-(naphthalen-2-yl)butanoic acid), ClC1=CC2=C(N(C(=N2)[C@H]2CNCCC2)CCCOC)C=C1Cl ((R)-5,6-dichloro-1-(3-methoxypropyl)-2-(piperidin-3-yl)-1H-benzo[d]imidazole). The product is N[C@@H](CC(=O)N1C[C@@H](CCC1)C1=NC2=C(N1CCCOC)C=C(C(=C2)Cl)Cl)CC2=CC1=CC=CC=C1C=C2 ((R)-3-amino-1((R)-3-(5,6-dichloro-1-(3-methoxypropyl)-1H-benzo[d]imidazol-2-yl)piperidin-1-yl)-4-(naphthalen-2-yl)butan-1-one). Reaction SMILES: C(OC([NH:8][C@H:9]([CH2:14][C:15]1[CH:24]=[CH:23][C:22]2[C:17](=[CH:18][CH:19]=[CH:20][CH:21]=2)[CH:16]=1)[CH2:10][C:11]([OH:13])=O)=O)(C)(C)C.[Cl:25][C:26]1[C:45]([Cl:46])=[CH:44][C:29]2[N:30]([CH2:39][CH2:40][CH2:41][O:42][CH3:43])[C:31]([C@@H:33]3[CH2:38][CH2:37][CH2:36][NH:35][CH2:34]3)=[N:32][C:28]=2[CH:27]=1>>[NH2:8][C@H:9]([CH2:14][C:15]1[CH:24]=[CH:23][C:22]2[C:17](=[CH:18][CH:19]=[CH:20][CH:21]=2)[CH:16]=1)[CH2:10][C:11]([N:35]1[CH2:36][CH2:37][CH2:38][C@@H:33]([C:31]2[N:30]([CH2:39][CH2:40][CH2:41][O:42][CH3:43])[C:29]3[CH:44]=[C:45]([Cl:46])[C:26]([Cl:25])=[CH:27][C:28]=3[N:32]=2)[CH2:34]1)=[O:13]. Procedure: The title compound was prepared according to the procedure outlined in Example DI, Steps A-F, using reagents (R)-3-(tert-butoxycarbonylamino)-4-(naphthalen-2-yl)butanoic acid and (R)-5,6-dichloro-1-(3-methoxypropyl)-2-(piperidin-3-yl)-1H-benzo[d]imidazole in Step E. ESI-MS: m/z 553.4 (M+H)+. 1H NMR (400 MHz, DMSO-d6) δ ppm 1.35-1.52 (m, 1H) 1.65-1.89 (m, 3H) 1.91-2.10 (m, 2H) 2.60-2.82 (m, 2H) 2.89-3.18 (m, 7H) 3.18-3.44 (m, 3H) 3.69-3.99 (m, 2H) 4.07-4.21 (m, 1H) 4.23-4.53 (m, 2H) 7.40-7.57 (m,... Run in C(C)O (ethanol), C(C)#N (acetonitrile). The product is ClC1=NC2=CC=CC=C2C(=C1N)NCC#C (2-chloro-N4-prop-2-ynylquinoline-3,4-diamine). The yield is 62.0%. Procedure: An aqueous solution (1.5 L) of sodium dithionate (265 g, 1.52 mol) was added to a solution of 2-chloro-3-nitro-N-prop-2-ynylquinolin-4-amine (79.3 g, 0.303 mol) in ethanol (750 mL) and acetonitrile (950 mL). A fine white precipitate formed within seconds. The reaction was worked-up after thin layer chromatography (TLC) analysis of the reaction mixture indicated that the reaction was complete. The solids were removed by filtration and the filter cake was rinsed with dichloromethane. The filtrate ... The reactants are S(=O)(=O)([O-])S(=O)(=O)[O-].[Na+].[Na+] (sodium dithionate), ClC1=NC2=CC=CC=C2C(=C1[N+](=O)[O-])NCC#C (2-chloro-3-nitro-N-prop-2-ynylquinolin-4-amine). As a reaction SMILES: S(S([O-])(=O)=O)([O-])(=O)=O.[Na+].[Na+].[Cl:11][C:12]1[C:21]([N+:22]([O-])=O)=[C:20]([NH:25][CH2:26][C:27]#[CH:28])[C:19]2[C:14](=[CH:15][CH:16]=[CH:17][CH:18]=2)[N:13]=1>C(O)C.C(#N)C>[Cl:11][C:12]1[C:21]([NH2:22])=[C:20]([NH:25][CH2:26][C:27]#[CH:28])[C:19]2[C:14](=[CH:15][CH:16]=[CH:17][CH:18]=2)[N:13]=1 |f:0.1.2|.